This data is from the Open Reaction Database (ORD), a public repository of structured organic reaction records. The task is: describe an organic reaction: reactants, conditions, products, and yield Reactants: B, CC(N)C(=O)O, O=Cc1ccccc1O, [Na+], [Na], [OH-]. The product is CC(NCc1ccccc1O)C(=O)O. RXN SMILES: [BH3:16].[CH3:1][CH:2]([NH2:3])[C:4]([OH:5])=[O:6].[CH:7](=[O:8])[c:9]1[cH:10][cH:11][cH:12][cH:13][c:14]1[OH:15].[Na+:19].[Na:17].[OH-:18]>>[CH3:1][CH:2]([NH:3][CH2:7][c:9]1[cH:10][cH:11][cH:12][cH:13][c:14]1[OH:15])[C:4]([OH:5])=[O:6]. Starting materials: N#Cc1nccnc1Cl, CN1CCNCC1, CO. Product: CN1CCN(c2nccnc2C#N)CC1. Reaction SMILES: [C:1](#[N:2])[c:3]1[c:4]([Cl:9])[n:5][cH:6][cH:7][n:8]1.[CH3:10][N:11]1[CH2:12][CH2:13][NH:14][CH2:15][CH2:16]1.[CH3:17][OH:18]>>[C:1](#[N:2])[c:3]1[c:4]([N:14]2[CH2:13][CH2:12][N:11]([CH3:10])[CH2:16][CH2:15]2)[n:5][cH:6][cH:7][n:8]1. Reactants: C(CC)C1=C(C=CC=C1)O (2-n-propylphenol), [OH-].[Na+] (sodium hydroxide), BrCCCCBr (1,4-dibromobutane). Reagents/catalysts: S([O-])(O)(=O)=O.C(CCC)[N+](CCCC)(CCCC)CCCC (tetra-n-butylammonium bisulfate). Run in C(Cl)Cl (methylene chloride), O (water). Product: BrCCCCOC1=C(C=CC=C1)CCC (1-(4-Bromobutoxy)-2-propylbenzene). Isolated yield 101.0%. RXN SMILES: [CH2:1]([C:4]1[CH:9]=[CH:8][CH:7]=[CH:6][C:5]=1[OH:10])[CH2:2][CH3:3].[OH-].[Na+].[Br:13][CH2:14][CH2:15][CH2:16][CH2:17]Br>C(Cl)Cl.O.S(=O)(=O)(O)[O-].C([N+](CCCC)(CCCC)CCCC)CCC>[Br:13][CH2:14][CH2:15][CH2:16][CH2:17][O:10][C:5]1[CH:6]=[CH:7][CH:8]=[CH:9][C:4]=1[CH2:1][CH2:2][CH3:3] |f:1.2,6.7|. Procedure: The title compound was prepared according to the procedure of Example 7 using 2-n-propylphenol (10 g, 0.073 mol) in methylene chloride (100 ml), sodium hydroxide (6.0 g, 0.146 mol) in water (100 ml), 1,4-dibromobutane (55 g, 0.255 mol) and tetra-n-butylammonium bisulfate (26 g, 0.073 mol). The crude product was distilled (b.p. 110°-112°/0.25 mm Hg) to give 20 g (80%) of the title compound. Starting materials: I.COC1=CC=C(C=C1)C1(OCCO1)CNC(=NCCC)SC (methyl N-[2-(4-methoxyphenyl)-1,3-dioxolan-2-ylmethyl]-N'-propylcarbamimidothioate monohydroiodide), Cl (hydrochloric acid), C(O)([O-])=O.[Na+] (sodium hydrogen carbonate). The product is Cl.COC1=CC=C(C=C1)C1=CN=C(N1CCC)SC (5-(4-methoxyphenyl)-2-(methylthio)-1-propyl-1H-imidazole monohydrochloride). Yield: 86.0%. Reaction SMILES: I.[CH3:2][O:3][C:4]1[CH:9]=[CH:8][C:7]([C:10]2([CH2:15][NH:16][C:17]([S:22][CH3:23])=[N:18][CH2:19][CH2:20][CH3:21])OCCO2)=[CH:6][CH:5]=1.[ClH:24].C(=O)([O-])O.[Na+]>>[ClH:24].[CH3:2][O:3][C:4]1[CH:9]=[CH:8][C:7]([C:10]2[N:18]([CH2:19][CH2:20][CH3:21])[C:17]([S:22][CH3:23])=[N:16][CH:15]=2)=[CH:6][CH:5]=1 |f:0.1,3.4,5.6|. Reported procedure: A mixture of 7 parts of methyl N-[2-(4-methoxyphenyl)-1,3-dioxolan-2-ylmethyl]-N'-propylcarbamimidothioate monohydroiodide and 30 parts of hydrochloric acid solution 10% is stirred and refluxed for 1.50 hours. The reaction mixture is cooled and neutralized with sodium hydrogen carbonate. The product is extracted with 1,1'-oxybisethane. The extract is dried, filtered and saturated with hydrogen chloride. The precipitated oil solidifies upon scratching. The product is filtered off and crystallized... The reactants are [BH4-], CO, Cl, [Li+], CC(C)C=Nn1c(=O)c(C2=NS(=O)(=O)c3ccccc3N2)c(O)c2ccccc21, C1CCOC1, O. Product: CC(C)CNn1c(=O)c(C2=NS(=O)(=O)c3ccccc3N2)c(O)c2ccccc21. RXN SMILES: [BH4-:32].[CH3:30][OH:31].[ClH:34].[Li+:33].[O:1]=[S:2]1(=[O:29])[N:3]=[C:4]([c:12]2[c:13](=[O:28])[n:14]([N:23]=[CH:24][CH:25]([CH3:26])[CH3:27])[c:15]3[cH:16][cH:17][cH:18][cH:19][c:20]3[c:21]2[OH:22])[NH:5][c:6]2[c:7]1[cH:8][cH:9][cH:10][cH:11]2.[O:35]1[CH2:36][CH2:37][CH2:38][CH2:39]1.[OH2:40]>>[O:1]=[S:2]1(=[O:29])[N:3]=[C:4]([c:12]2[c:13](=[O:28])[n:14]([NH:23][CH2:24][CH:25]([CH3:26])[CH3:27])[c:15]3[cH:16][cH:17][cH:18][cH:19][c:20]3[c:21]2[OH:22])[NH:5][c:6]2[c:7]1[cH:8][cH:9][cH:10][cH:11]2. Starting materials: I(=O)(=O)(=O)[O-].[Na+] (sodium periodate), ( 9.2 ), NCCC1=CC(O)=C(O)C=C1 (dopamine), OC=1C=C2C=CNC2=CC1 (5-Hydroxyindole), CC1=C(C(O)=CC=C1)O (3-methylcatechol), COC1=C(C(O)=CC=C1)O (3-methoxycatechol), CC1=C(C(O)=C(C=C1)C)O (3,6-dimethylcatechol), OC1=C2C=CNC2=CC=C1 (4-Hydroxyindole). The product is OC1=C2C=CNC2=CC=C1 (4-hydroxyindole), OC=1C=C2C=CNC2=CC1 (5-hydroxyindole), OC1=CC=C2C=CNC2=C1 (6-hydroxyindole), OC=1C=CC=C2C=CNC12 (7-hydroxyindole). Reaction SMILES: [OH:1][C:2]1[CH:3]=[C:4]2[C:8](=[CH:9][CH:10]=1)[NH:7][CH:6]=[CH:5]2.CC1C=CC=C(O)C=1O.COC1C=CC=C(O)C=1O.CC1C=CC(C)=C(O)C=1O.I([O-])(=O)(=O)=O.[Na+].[OH:46][C:47]1[CH:55]=[CH:54][CH:53]=[C:52]2[C:48]=1[CH:49]=[CH:50][NH:51]2.[NH2:56][CH2:57][CH2:58][C:59]1[CH:66]=[CH:65][C:63]([OH:64])=[C:61]([OH:62])[CH:60]=1>>[OH:46][C:47]1[CH:55]=[CH:54][CH:53]=[C:52]2[C:48]=1[CH:49]=[CH:50][NH:51]2.[OH:1][C:2]1[CH:3]=[C:4]2[C:8](=[CH:9][CH:10]=1)[NH:7][CH:6]=[CH:5]2.[OH:64][C:63]1[CH:65]=[C:66]2[C:59]([CH:58]=[CH:57][NH:56]2)=[CH:60][CH:61]=1.[OH:62][C:61]1[CH:63]=[CH:65][CH:66]=[C:59]2[C:60]=1[NH:56][CH:57]=[CH:58]2 |f:4.5|. Procedure details: Mixtures of 4-hydroxyindole (0.1-10%) and 5-hydroxyindole (0.1-10%), 6-hydroxyindole (0.1-10%), or 7-hydroxyindole (0.1-10%) will give a color range from black to light auburn. 5-Hydroxyindole (0.1-10%) was found to produce progressively darker browns and, eventually, black through the addition of 3-methylcatechol (0.1-10%), 3-methoxycatechol (0.1-10%), or 3,6-dimethylcatechol (0.1-10%) followed by oxidation by sodium periodate (15%). 4-Hydroxyindole (1%) was found to produce progressively light... The reactants are CN(C=O)C (dimethyl formamide), N1=CC=NC2=CC=CC=C12 (quinoxaline), S(=O)(=O)(OC)OC (dimethyl sulfate). Solvent: CCOCC (ether). The product is COS(=O)(=O)[O-].C[N+]1=CC=NC2=CC=CC=C12 (methyl quinoxalinium methylsulfate). Yield: 68.0%. Reaction SMILES: [CH3:1][N:2]([CH3:5])[CH:3]=O.[N:6]1[C:15]2C(=[CH:11][CH:12]=[CH:13][CH:14]=2)N=C[CH:7]=1.[S:16]([O:21]C)([O:19][CH3:20])(=[O:18])=[O:17]>CCOCC>[CH3:20][O:19][S:16]([O-:21])(=[O:18])=[O:17].[CH3:1][N+:2]1[C:5]2[C:15](=[CH:14][CH:13]=[CH:12][CH:11]=2)[N:6]=[CH:7][CH:3]=1 |f:4.5|. Procedure: To a one-neck, round bottom flask connected with a condensor was charged with dimethyl formamide solution (100 ml) of quinoxaline oligomers (50 mmol) and dimethyl sulfate (7.6 g, 60 mmol, 1.2 equivalence). The mixture was stirred at 90° to 110° C, for at least 10 hours. After being cooled to room temperature, it was added into an ether solution (600 ml) to complete the precipitation of the product. The precipitates were filtered, washed with ether and dried in vacuum to give a brownish-red solid...